Dataset: the Open Reaction Database (ORD), a public repository of structured organic reaction records. Task: describe an organic reaction: reactants, conditions, products, and yield The reactants are O=C1CCC(=O)N1Br, O=C(OOC(=O)c1ccccc1)c1ccccc1, ClC(Cl)(Cl)Cl, Cc1cccc(-c2ccno2)c1. Yields the product BrCc1cccc(-c2ccno2)c1. As a reaction SMILES: [Br:13][N:14]1[C:15](=[O:16])[CH2:17][CH2:18][C:19]1=[O:20].[C:21]([O:22][O:23][C:24](=[O:25])[c:26]1[cH:27][cH:28][cH:29][cH:30][cH:31]1)(=[O:32])[c:33]1[cH:34][cH:35][cH:36][cH:37][cH:38]1.[C:39]([Cl:40])([Cl:41])([Cl:42])[Cl:43].[CH3:1][c:2]1[cH:3][c:4](-[c:8]2[cH:9][cH:10][n:11][o:12]2)[cH:5][cH:6][cH:7]1>>[CH2:1]([c:2]1[cH:3][c:4](-[c:8]2[cH:9][cH:10][n:11][o:12]2)[cH:5][cH:6][cH:7]1)[Br:13]. The reactants are S1(CCCC(CCC1)=O)(=O)=O (1-thiacyclooctane-5-one 1,1-dioxide), COC1=CC=C(C=C1)NN (p-methoxyphenylhydrazine). Run in C(C)(=O)O (acetic acid). Yields the product COC1=CC=2C3=C(NC2C=C1)CCCS(CC3)(=O)=O (1,2,4,5,6,7-Hexahydro-10-methoxythiocino[5,4-b]indole 3,3-dioxide). Yield: 87.6%. As a reaction SMILES: [S:1]1(=[O:11])(=[O:10])[CH2:8][CH2:7][CH2:6][C:5](=O)[CH2:4][CH2:3][CH2:2]1.[CH3:12][O:13][C:14]1[CH:19]=[CH:18][C:17]([NH:20]N)=[CH:16][CH:15]=1>C(O)(=O)C>[CH3:12][O:13][C:14]1[CH:19]=[CH:18][C:17]2[NH:20][C:5]3[CH2:4][CH2:3][CH2:2][S:1](=[O:11])(=[O:10])[CH2:8][CH2:7][C:6]=3[C:16]=2[CH:15]=1. Reported procedure: A mixture of 26.54g (0.15 mole) of 1-thiacyclooctane-5-one 1,1-dioxide and 22.0g (0.16 mole) of p-methoxyphenylhydrazine in 150 ml of glacial acetic acid is treated according to the procedure in Example 2. There is obtained 36.7g (88%) of a crystalline solid, m.p. 231°-233° C. Recrystallization from acetone-ethyl acetate gives 30g (72%) of an analytical sample, m.p. 233°-235° C. The reactants are C(C)(C)(C)OC(=O)NCC1CCN(CC1)CCCCCN (5-(4-tert-Butoxycarbonylaminomethylpiperidin-1-yl)pentylamine), ClC1=CC=C(C=C1)N=C=O (4-chlorophenyl isocyanate). The solvent is C(Cl)Cl (methylene chloride), C(Cl)Cl (methylene chloride). Run at time 15 hour. Yields the product C(C)(C)(C)OC(=O)NCC1CCN(CC1)CCCCCNC(=O)NC1=CC=C(C=C1)Cl (4-tert-butoxycarbonylaminomethyl-1-(5-(3-(4-chlorophenyl)ureido)pentyl)piperidine). RXN SMILES: [C:1]([O:5][C:6]([NH:8][CH2:9][CH:10]1[CH2:15][CH2:14][N:13]([CH2:16][CH2:17][CH2:18][CH2:19][CH2:20][NH2:21])[CH2:12][CH2:11]1)=[O:7])([CH3:4])([CH3:3])[CH3:2].[Cl:22][C:23]1[CH:28]=[CH:27][C:26]([N:29]=[C:30]=[O:31])=[CH:25][CH:24]=1>C(Cl)Cl>[C:1]([O:5][C:6]([NH:8][CH2:9][CH:10]1[CH2:11][CH2:12][N:13]([CH2:16][CH2:17][CH2:18][CH2:19][CH2:20][NH:21][C:30]([NH:29][C:26]2[CH:27]=[CH:28][C:23]([Cl:22])=[CH:24][CH:25]=2)=[O:31])[CH2:14][CH2:15]1)=[O:7])([CH3:4])([CH3:3])[CH3:2]. Procedure details: 5-(4-tert-Butoxycarbonylaminomethylpiperidin-1-yl)pentylamine (2.00 g) was dissolved in methylene chloride (80 ml) and a solution of 4-chlorophenyl isocyanate (1.13 g) in methylene chloride was dropwise added under ice-cooling. The mixture was stirred at room temperature for 15 hr, and the reaction mixture was concentrated under reduced pressure to give 4-tert-butoxycarbonylaminomethyl-1-(5-(3-(4-chlorophenyl)ureido)pentyl)piperidine. Isolated yield 96.7%. Yields the product C(C1=CC=CC=C1)OC(=O)N(CCC1=CC=C(C(=O)NC=2C(=C(C(=O)OC)C=CC2)O)C=C1)C (methyl 3-(4-(2-((benzyloxycarbonyl)(methyl)amino)ethyl)benzamido)-2-hydroxybenzoate). Reactants: NC=1C(=C(C(=O)OC)C=CC1)O (methyl 3-amino-2-hydroxybenzoate), N1=CC=CC=C1 (pyridine), ClC(=O)C1=CC=C(CCN(C(OCC2=CC=CC=C2)=O)C)C=C1 (benzyl 4-(chlorocarbonyl)phenethyl(methyl)carbamate). As a reaction SMILES: [NH2:1][C:2]1[C:3]([OH:12])=[C:4]([CH:9]=[CH:10][CH:11]=1)[C:5]([O:7][CH3:8])=[O:6].N1C=CC=CC=1.Cl[C:20]([C:22]1[CH:41]=[CH:40][C:25]([CH2:26][CH2:27][N:28]([CH3:39])[C:29](=[O:38])[O:30][CH2:31][C:32]2[CH:37]=[CH:36][CH:35]=[CH:34][CH:33]=2)=[CH:24][CH:23]=1)=[O:21]>C1(C)C=CC=CC=1>[CH2:31]([O:30][C:29]([N:28]([CH3:39])[CH2:27][CH2:26][C:25]1[CH:24]=[CH:23][C:22]([C:20]([NH:1][C:2]2[C:3]([OH:12])=[C:4]([CH:9]=[CH:10][CH:11]=2)[C:5]([O:7][CH3:8])=[O:6])=[O:21])=[CH:41][CH:40]=1)=[O:38])[C:32]1[CH:33]=[CH:34][CH:35]=[CH:36][CH:37]=1. Run in C1(=CC=CC=C1)C (toluene), C1(=CC=CC=C1)C (toluene), C1(=CC=CC=C1)C (toluene). Procedure: To a stirred solution of 4-(2-((benzyloxycarbonyl)(methyl)amino)ethyl)benzoic acid (2.0 g, 6.38 mmol) in anhydrous dichloromethane (30 mL) was added dropwise thionyl chloride (1.52 g, 12.76 mmol) at 0° C. After the addition, the solution was stirred at room temperature overnight. Solvent was removed in vacuum to give benzyl 4-(chlorocarbonyl)phenethyl(methyl)carbamate. To a stirred solution of methyl 3-amino-2-hydroxybenzoate (0.71 g, 4.25 mmol) and pyridine (0.19 mL, 10.2 mmol) in anhydrous tol... Run at time 30 minute. Reactants: C(C(=O)[O-])(=O)[O-] (oxalate), ClC=1C=C(C=CC1F)C(=O)N1CCC(CC1)(CNCCC1=NC=CC=C1)F ((3-chloro-4-fluorophenyl){4-fluoro-4-[(2-pyrid-2-ylethylamino)methyl]-1-piperidyl}methanone), ClC=1C=C(C(=O)N2CCC(CC2)(C=O)F)C=CC1Cl (1-(3,4-dichlorobenzoyl)-4-fluoropiperidine-4-carbaldehyde). The product is ClC=1C=C(C=CC1Cl)C(=O)N1CCC(CC1)(CNCCC1=NC=CC=C1)F ((3,4-Dichlorophenyl){4-fluoro-4-[(2-pyrid-2-ylethylamino)methyl]-1-piperidyl}methanone). As a reaction SMILES: C([O-])(=O)C([O-])=O.[Cl:7][C:8]1[CH:9]=[C:10]([C:15]([N:17]2[CH2:22][CH2:21][C:20]([F:33])([CH2:23][NH:24][CH2:25][CH2:26][C:27]3[CH:32]=[CH:31][CH:30]=[CH:29][N:28]=3)[CH2:19][CH2:18]2)=[O:16])[CH:11]=[CH:12][C:13]=1F.[Cl:34]C1C=C(C=CC=1Cl)C(N1CCC(F)(C=O)CC1)=O>>[Cl:7][C:8]1[CH:9]=[C:10]([C:15]([N:17]2[CH2:22][CH2:21][C:20]([F:33])([CH2:23][NH:24][CH2:25][CH2:26][C:27]3[CH:32]=[CH:31][CH:30]=[CH:29][N:28]=3)[CH2:19][CH2:18]2)=[O:16])[CH:11]=[CH:12][C:13]=1[Cl:34]. Procedure: This compound is obtained in the form of the oxalate according to the same procedure as that used to prepare (3-chloro-4-fluorophenyl){4-fluoro-4-[(2-pyrid-2-ylethylamino)methyl]-1-piperidyl}methanone, but replacing the 1-(3-chloro-4-fluorobenzoyl)-4-fluoropiperidine-4-carbaldehyde with 1-(3,4-dichlorobenzoyl)-4-fluoropiperidine-4-carbaldehyde. Starting materials: C(C)C(N(C(=O)OCC1=CC=CC=C1)CP(=S)(SC1=CC=CC=C1)SC1=CC=CC=C1)C(=O)O (Ethyl-N-[bis(phenylthio)phosphinothioylmethyl]-N-(benzyloxycarbonyl)glycine), Br (hydrobromic acid), C(C)OCC (Diethyl ether). Run in C(C)(=O)O (acetic acid). Product: C(C)N(CC(=O)O)CP(=S)(SC1=CC=CC=C1)SC1=CC=CC=C1 (ethyl-N-[bis(phenylthio)phosphinothioylmethyl]-glycine). RXN SMILES: C([CH:3]([C:32]([OH:34])=[O:33])[N:4]([CH2:15][P:16]([S:25][C:26]1[CH:31]=[CH:30][CH:29]=[CH:28][CH:27]=1)([S:18][C:19]1[CH:24]=[CH:23][CH:22]=[CH:21][CH:20]=1)=[S:17])[C:5](OCC1C=CC=CC=1)=O)C.Br.[CH2:36](OCC)C>C(O)(=O)C>[CH2:5]([N:4]([CH2:15][P:16]([S:18][C:19]1[CH:20]=[CH:21][CH:22]=[CH:23][CH:24]=1)([S:25][C:26]1[CH:27]=[CH:28][CH:29]=[CH:30][CH:31]=1)=[S:17])[CH2:3][C:32]([OH:34])=[O:33])[CH3:36]. Procedure details: Ethyl-N-[bis(phenylthio)phosphinothioylmethyl]-N-(benzyloxycarbonyl)glycine (2.3 g.) was dissolved in 10 ml. of 35% hydrobromic acid in acetic acid and stirred for approximately one hour. Diethyl ether was added to precipitate the hydrobromide salt of the desired compound. The hydrobromide salt was washed an additional three times with diethyl ether. The oily residue was then dissolved in benzene and treated with excess propylene oxide and the resulting solution concentrated in vacuo to yield et... Reactants: ClC1=C(C=CC=C1)S(=O)(=O)NC1=NC=CN=C1C1=CC=C(C=C1)CCl (2-chloro-N-{3-[4-(chloromethyl)phenyl]pyrazin-2-yl}benzenesulfonamide), ClC1=C(C=CC=C1)S(=O)(=O)NC1=NC=CN=C1C1=CC=C(C=C1)CCl (2-chloro-N-{3-[4-(chloromethyl)phenyl]pyrazin-2-yl}benzenesulfonamide), FC1=C(NC)C=CC(=C1)F (2,4-difluoro-N-methylaniline). The product is ClC1=C(C=CC=C1)S(=O)(=O)NC1=NC=CN=C1C1=CC=C(C=C1)CN(C)C1=C(C=C(C=C1)F)F (2-Chloro-N-[3-(4-{[(2,4-difluoro-phenyl)-methyl-amino]-methyl}-phenyl)-pyrazin-2-yl]-benzenesulfonamide). The yield is 77.0%. Reaction SMILES: [Cl:1][C:2]1[CH:7]=[CH:6][CH:5]=[CH:4][C:3]=1[S:8]([NH:11][C:12]1[C:17]([C:18]2[CH:23]=[CH:22][C:21]([CH2:24]Cl)=[CH:20][CH:19]=2)=[N:16][CH:15]=[CH:14][N:13]=1)(=[O:10])=[O:9].[F:26][C:27]1[CH:34]=[C:33]([F:35])[CH:32]=[CH:31][C:28]=1[NH:29][CH3:30]>>[Cl:1][C:2]1[CH:7]=[CH:6][CH:5]=[CH:4][C:3]=1[S:8]([NH:11][C:12]1[C:17]([C:18]2[CH:19]=[CH:20][C:21]([CH2:24][N:29]([C:28]3[CH:31]=[CH:32][C:33]([F:35])=[CH:34][C:27]=3[F:26])[CH3:30])=[CH:22][CH:23]=2)=[N:16][CH:15]=[CH:14][N:13]=1)(=[O:10])=[O:9]. Reported procedure: Following the general method as outlined in Example 1 (Method B), starting from N-{3-[4-(chloromethyl)phenyl]pyrazin-2-yl}-2-(chloro) benzenesulfonamide (Intermediate 8), and 2,4-difluoro-N-methylaniline, the title compound was isolated as a yellow solid in 77% yield (92% purity by HPLC).